From a dataset of the Open Reaction Database (ORD), a public repository of structured organic reaction records. describe an organic reaction: reactants, conditions, products, and yield Starting materials: ClC1=NC(=CC(=C1[N+](=O)[O-])Cl)C (2,4-dichloro-6-methyl-3-nitropyridine), Cl.C(C)OC(C[C@H](C1=CC=CC=C1)N)=O ((R)-3-amino-3-phenylpropionic acid ethyl ester HCl), CCN(C(C)C)C(C)C (DIPEA). Run in CC(=O)N(C)C (DMA), C(C)(=O)OCC (ethyl acetate). Run at time 12 hour. The product is C(C)OC(C[C@H](C1=CC=CC=C1)NC1=C(C(=NC(=C1)C)Cl)[N+](=O)[O-])=O ((R)-3-(2-Chloro-6-methyl-3-nitro-pyridin-4-ylamino)-3-phenyl-propionic acid ethyl ester). Yield: 51.3%. Reaction SMILES: [Cl:1][C:2]1[C:7]([N+:8]([O-:10])=[O:9])=[C:6](Cl)[CH:5]=[C:4]([CH3:12])[N:3]=1.Cl.[CH2:14]([O:16][C:17](=[O:27])[CH2:18][C@@H:19]([NH2:26])[C:20]1[CH:25]=[CH:24][CH:23]=[CH:22][CH:21]=1)[CH3:15].CCN(C(C)C)C(C)C>CC(N(C)C)=O.C(OCC)(=O)C>[CH2:14]([O:16][C:17](=[O:27])[CH2:18][C@@H:19]([NH:26][C:6]1[CH:5]=[C:4]([CH3:12])[N:3]=[C:2]([Cl:1])[C:7]=1[N+:8]([O-:10])=[O:9])[C:20]1[CH:21]=[CH:22][CH:23]=[CH:24][CH:25]=1)[CH3:15] |f:1.2|. Procedure: To a solution of 2,4-dichloro-6-methyl-3-nitropyridine (900 mg, 4.35 mmol) in DMA (8 mL) were added (R)-3-amino-3-phenylpropionic acid ethyl ester HCl (799 mg, 3.48 mmol) and DIPEA (1.6 mL, 8.70 mmol). The reaction mixture was stirred at room temperature for 12 hours. The reaction was then diluted with ethyl acetate and washed with water twice. The organic phase was dried over Na2SO4 and concentrated to give yellow oil. The resulting oily residue was purified by silica gel preparative TLC using ... Starting materials: ClC1=C2C(=NC=C1)C=NN2 (7-chloro-1H-pyrazolo[4,3-b]pyridine), NC1=CC=C(C=C1)O (4-aminophenol). The solvent is C=1(C(=CC=CC1)C)C (xylene). The product is O.OC1=CC=C(NC2=C3C(=NC=C2)C=NN3)C=C1.OC1=CC=C(NC3=C2C(=NC=C3)C=NN2)C=C1 (7-(4-Hydroxyanilino)-1H-pyrazolo[4,3-b]pyridine hemihydrate). Yield: 33.9%. As a reaction SMILES: Cl[C:2]1[CH:7]=[CH:6][N:5]=[C:4]2[CH:8]=[N:9][NH:10][C:3]=12.[NH2:11][C:12]1[CH:17]=[CH:16][C:15]([OH:18])=[CH:14][CH:13]=1>C1(C)C(C)=CC=CC=1>[OH2:18].[OH:18][C:15]1[CH:16]=[CH:17][C:12]([NH:11][C:2]2[CH:7]=[CH:6][N:5]=[C:4]3[CH:8]=[N:9][NH:10][C:3]=23)=[CH:13][CH:14]=1.[OH:18][C:15]1[CH:16]=[CH:17][C:12]([NH:11][C:2]2[CH:7]=[CH:6][N:5]=[C:4]3[CH:8]=[N:9][NH:10][C:3]=23)=[CH:13][CH:14]=1 |f:3.4.5|. Reported procedure: A mixture of 7-chloro-1H-pyrazolo[4,3-b]pyridine (0.50 g, 3.26 mmol) and 4-aminophenol (0.71 g, 6.52 mmol) in xylene (10 ml) was heated under reflux under nitrogen for 5 h. After cooling the reaction mixture, the solid was collected and washed well with ethyl acetate and water. The solid was then dissolved in warm aqueous methanol, and the solution was adjusted to pH 8 with saturated sodium bicarbonate solution. The product separated as needles, which were recrystallised from aqueous methanol to... The reactants are C(CCl)Cl (EDC), C(C)N1CCOCC1 (N-ethyl morpholine), C=1C=CC2=C(C1)N=NN2O (HOBT), NC[C@@H](CO)O ((S)-3-aminopropane-1,2-diol), C(C)(=O)N1[C@H](C[C@H](C2=CC(=CC=C12)C1=CC=C(C(=O)O)C=C1)NC1=NC=C(C=C1)C#N)C (4-((2S,4R)-1-acetyl-4-((5-cyanopyridin-2-yl)amino)-2-methyl-1,2,3,4-tetrahydroquinolin-6-yl)benzoic acid), Intermediate 4, C(CCl)Cl (EDC), C=1C=CC2=C(C1)N=NN2O.Cl (HOBT hydrochloride), C(C)N1CCOCC1 (N-ethylmorpholine), NC[C@@H](CO)O ((S)-3-aminopropane-1,2-diol). The solvent is CN(C)C=O (DMF). Run at time 5 hour. Yields the product C(C)(=O)N1[C@H](C[C@H](C2=CC(=CC=C12)C1=CC=C(C(=O)NC[C@@H](CO)O)C=C1)NC1=NC=C(C=C1)C#N)C (4-((2S,4R)-1-acetyl-4-((5-cyanopyridin-2-yl)amino)-2-methyl-1,2,3,4-tetrahydroquinolin-6-yl)-N—((S)-2,3-dihydroxypropyl)benzamide). Isolated yield 29.0%. RXN SMILES: [C:1]([N:4]1[C:13]2[C:8](=[CH:9][C:10]([C:14]3[CH:22]=[CH:21][C:17]([C:18](O)=[O:19])=[CH:16][CH:15]=3)=[CH:11][CH:12]=2)[C@H:7]([NH:23][C:24]2[CH:29]=[CH:28][C:27]([C:30]#[N:31])=[CH:26][N:25]=2)[CH2:6][C@@H:5]1[CH3:32])(=[O:3])[CH3:2].C(Cl)CCl.C1C=CC2N(O)N=NC=2C=1.Cl.C(N1CCOCC1)C.[NH2:56][CH2:57][C@H:58]([OH:61])[CH2:59][OH:60].C1C=CC2N(O)N=NC=2C=1>CN(C=O)C>[C:1]([N:4]1[C:13]2[C:8](=[CH:9][C:10]([C:14]3[CH:15]=[CH:16][C:17]([C:18]([NH:56][CH2:57][C@H:58]([OH:61])[CH2:59][OH:60])=[O:19])=[CH:21][CH:22]=3)=[CH:11][CH:12]=2)[C@H:7]([NH:23][C:24]2[CH:29]=[CH:28][C:27]([C:30]#[N:31])=[CH:26][N:25]=2)[CH2:6][C@@H:5]1[CH3:32])(=[O:3])[CH3:2] |f:2.3|. Procedure details: A solution of 4-((2S,4R)-1-acetyl-4-((5-cyanopyridin-2-yl)amino)-2-methyl-1,2,3,4-tetrahydroquinolin-6-yl)benzoic acid (for a preparation see Intermediate 4) (90 mg, 0.211 mmol) in DMF (2 mL) was treated with EDC (48.5 mg, 0.253 mmol), HOBT hydrochloride (38.8 mg, 0.253 mmol) and N-ethylmorpholine (0.080 mL, 0.633 mmol) and after 3 min with (S)-3-aminopropane-1,2-diol (38.5 mg, 0.422 mmol). The resulting mixture was stirred at room temperature for 5 h then EDC (48.5 mg, 0.253 mmol), N-ethyl morp... The reactants are O=C1C(CCNC12CCCC2)C(=O)OCC (ethyl 10-oxo-6-azaspiro[4.5]decan-9-carboxylate), Cl (hydrochloric acid). Solvent: O (water). Yields the product C1CCCC12NCCCC2=O (6-azaspiro[4.5]decan-10-one). As a reaction SMILES: [O:1]=[C:2]1[C:7]2([CH2:11][CH2:10][CH2:9][CH2:8]2)[NH:6][CH2:5][CH2:4][CH:3]1C(OCC)=O.Cl>O>[CH2:11]1[C:7]2([C:2](=[O:1])[CH2:3][CH2:4][CH2:5][NH:6]2)[CH2:8][CH2:9][CH2:10]1. Procedure: A mixture of ethyl 10-oxo-6-azaspiro[4.5]decan-9-carboxylate (7.6 g), concentrated hydrochloric acid (35 ml) and water (35 ml) was heated at 90°-95° C. for 8 hours. The solvent was removed in vacuo and the residue diluted with ice-water (35 ml) and basified by the addition of an excess of 5M aqueous sodium hydroxide solution. The product was extracted into ethyl acetate and the extracts were washed with brine, dried over magnesium sulphate and the solvent removed in vacuo to give 6-azaspiro[4.5]...